This data is from the Open Reaction Database (ORD), a public repository of structured organic reaction records. The task is: describe an organic reaction: reactants, conditions, products, and yield The reactants are C(C)(C)(C)OC(NC1=C(C=C(C=C1)C#CC1=CC=C(C=C1)F)NC(CC(=O)C1=CC(=CC=C1)C#N)=O)=O ([2-[3-(3-cyano-phenyl)-3-oxo-propionylamino]-4-(4-fluoro-phenylethynyl)-phenyl]-carbamic acid tert.-butyl ester), C(=O)(C(F)(F)F)O (TFA). Run in C(Cl)Cl (CH2Cl2). The product is FC1=CC=C(C=C1)C#CC1=CC2=C(N=C(CC(N2)=O)C=2C=C(C#N)C=CC2)C=C1 (3-[7-(4-Fluoro-phenylethynyl)-4-oxo-4,5-dihydro-3H-benzo[b][1,4]diazepin-2-yl]-benzonitrile). As a reaction SMILES: C(OC(=O)[NH:7][C:8]1[CH:13]=[CH:12][C:11]([C:14]#[C:15][C:16]2[CH:21]=CC(F)=[CH:18][CH:17]=2)=[CH:10][C:9]=1[NH:23][C:24](=[O:36])[CH2:25][C:26]([C:28]1[CH:33]=[CH:32][CH:31]=[C:30]([C:34]#[N:35])[CH:29]=1)=O)(C)(C)C.[C:38](O)([C:40]([F:43])(F)F)=O>C(Cl)Cl>[F:43][C:40]1[CH:38]=[CH:21][C:16]([C:15]#[C:14][C:11]2[CH:12]=[CH:13][C:8]3[N:7]=[C:26]([C:28]4[CH:29]=[C:30]([CH:31]=[CH:32][CH:33]=4)[C:34]#[N:35])[CH2:25][C:24](=[O:36])[NH:23][C:9]=3[CH:10]=2)=[CH:17][CH:18]=1. Procedure: Prepared from [2-[3-(3-cyano-phenyl)-3-oxo-propionylamino]-4-(4-fluoro-phenylethynyl)-phenyl]-carbamic acid tert.-butyl ester (Example K98) (307 mg, 0.62 mmol) by treatment with TFA in CH2Cl2 according to the general procedure M. Obtained as a eggshell solid (146 mg). Starting materials: O=C([O-])[O-], CC(C)(C)OC(=O)N1CCC(OS(C)(=O)=O)CC1, [Cs+], [Cs+], Oc1ccccc1C(F)(F)F, CN(C)C=O, O. The product is CC(C)(C)OC(=O)N1CCC(Oc2ccccc2C(F)(F)F)CC1. As a reaction SMILES: [C:12](=[O:13])([O-:14])[O-:15].[C:18]([CH3:19])([CH3:20])([CH3:21])[O:22][C:23](=[O:24])[N:25]1[CH2:26][CH2:27][CH:28]([O:31][S:32]([CH3:33])(=[O:34])=[O:35])[CH2:29][CH2:30]1.[Cs+:16].[Cs+:17].[F:1][C:2]([c:3]1[c:4]([OH:9])[cH:5][cH:6][cH:7][cH:8]1)([F:10])[F:11].[O:36]=[CH:37][N:38]([CH3:39])[CH3:40].[OH2:41]>>[F:1][C:2]([c:3]1[c:4]([O:9][CH:28]2[CH2:27][CH2:26][N:25]([C:23]([O:22][C:18]([CH3:19])([CH3:20])[CH3:21])=[O:24])[CH2:30][CH2:29]2)[cH:5][cH:6][cH:7][cH:8]1)([F:10])[F:11]. The reactants are CCCCCCCCN1CCCc2c(C)c(CC(=O)OCC)c(C)c(NC(=O)C(C)(C)C)c21, CCO, [Na+], [OH-], O. Product: CCCCCCCCN1CCCc2c(C)c(CC(=O)O)c(C)c(NC(=O)C(C)(C)C)c21. RXN SMILES: [CH2:1]([CH2:2][CH2:3][CH2:4][CH2:5][CH2:6][CH2:7][CH3:8])[N:9]1[CH2:10][CH2:11][CH2:12][c:13]2[c:14]([CH3:33])[c:15]([CH2:27][C:28](=[O:29])[O:30][CH2:31][CH3:32])[c:16]([CH3:26])[c:17]([NH:19][C:20]([C:21]([CH3:22])([CH3:23])[CH3:24])=[O:25])[c:18]21.[CH3:36][CH2:37][OH:38].[Na+:35].[OH-:34].[OH2:39]>>[CH2:1]([CH2:2][CH2:3][CH2:4][CH2:5][CH2:6][CH2:7][CH3:8])[N:9]1[CH2:10][CH2:11][CH2:12][c:13]2[c:14]([CH3:33])[c:15]([CH2:27][C:28](=[O:29])[OH:30])[c:16]([CH3:26])[c:17]([NH:19][C:20]([C:21]([CH3:22])([CH3:23])[CH3:24])=[O:25])[c:18]21.